Dataset: the Open Reaction Database (ORD), a public repository of structured organic reaction records. Task: describe an organic reaction: reactants, conditions, products, and yield Reaction SMILES: [C:1]([C:6]1[CH:11]=[C:10]([C:12]([CH2:15][CH3:16])([CH3:14])[CH3:13])[CH:9]=[CH:8][C:7]=1[OH:17])([CH2:4][CH3:5])([CH3:3])[CH3:2].[OH-:18].[K+].CN(C)[CH:22]=[O:23]>C1(C)C=CC=CC=1>[OH:17][C:7]1[C:6]([C:1]([CH2:4][CH3:5])([CH3:3])[CH3:2])=[CH:11][C:10]([C:12]([CH2:15][CH3:16])([CH3:14])[CH3:13])=[CH:9][C:8]=1[C:22]([OH:23])=[O:18] |f:1.2|. Procedure: 2,4-di-t-amyl phenol (0.44 m) and KOH (0.5 m) were refluxed in toluene for two hours. Dimethylformamide (100 ml) was added and solvent was removed by distillation until the temperature reached 145°. CO2 was bubbled in and more solvent was removed until the temperature reached 160°. This temperature was maintained for four hours with CO2 passing in and the reaction mixture was worked up to give 2-hydroxy-3,5-di-t-amylbenzoic acid which was esterified to form the methyl ester, which had a boiling ... Solvent: C1(=CC=CC=C1)C (toluene). Isolated yield 50.0%. The reactants are C(C)(C)(CC)C1=C(C=CC(=C1)C(C)(C)CC)O (2,4-di-t-amyl phenol), [OH-].[K+] (KOH), CN(C=O)C (Dimethylformamide). The product is OC1=C(C(=O)O)C=C(C=C1C(C)(C)CC)C(C)(C)CC (2-hydroxy-3,5-di-t-amylbenzoic acid). Reactants: NC1=NC=C(C=N1)C=1C(=CC=2C3=C(NC2C1)C(=CN=C3N[C@@H](C(F)(F)F)C3CC3)C(=O)N)B3OC(C(O3)(C)C)(C)C (7-(2-aminopyrimidin-5-yl)-{[(1R)-1-cyclopropyl-2,2,2-trifluoroethyl]amino}-8-(4,4,5,5-tetramethyl-1,3,2-dioxaborolan-2-yl)-5H-pyrido[4,3-b]indole-4-carboxamide), OO (hydrogen peroxide). Run in CCOC(=O)C (EtOAc), CC(=O)O (AcOH). Conditions: time 3 hour. Yields the product NC1=NC=C(C=N1)C=1C(=CC=2C3=C(NC2C1)C(=CN=C3N[C@@H](C(F)(F)F)C3CC3)C(=O)N)O (7-(2-Aminopyrimidin-5-yl)-1-{[(1R)-1-cyclopropyl-2,2,2-trifluoroethyl]amino}-8-hydroxy-5H-pyrido[4,3-b]indole-4-carboxamide). RXN SMILES: [NH2:1][C:2]1[N:7]=[CH:6][C:5]([C:8]2[C:9](B3OC(C)(C)C(C)(C)O3)=[CH:10][C:11]3[C:12]4[C:20]([NH:21][C@H:22]([CH:27]5[CH2:29][CH2:28]5)[C:23]([F:26])([F:25])[F:24])=[N:19][CH:18]=[C:17]([C:30]([NH2:32])=[O:31])[C:13]=4[NH:14][C:15]=3[CH:16]=2)=[CH:4][N:3]=1.[OH:42]O>CC(O)=O.CCOC(C)=O>[NH2:1][C:2]1[N:3]=[CH:4][C:5]([C:8]2[C:9]([OH:42])=[CH:10][C:11]3[C:12]4[C:20]([NH:21][C@H:22]([CH:27]5[CH2:28][CH2:29]5)[C:23]([F:26])([F:24])[F:25])=[N:19][CH:18]=[C:17]([C:30]([NH2:32])=[O:31])[C:13]=4[NH:14][C:15]=3[CH:16]=2)=[CH:6][N:7]=1. Procedure details: To a stirred solution of 7-(2-aminopyrimidin-5-yl)-{[(1R)-1-cyclopropyl-2,2,2-trifluoroethyl]amino}-8-(4,4,5,5-tetramethyl-1,3,2-dioxaborolan-2-yl)-5H-pyrido[4,3-b]indole-4-carboxamide (218 mg, 0.38 mmol) in AcOH (7.7 mL) was added hydrogen peroxide (30%, 0.20 mL, 1.9 mmol) at 0° C. The reaction was left to stir at room temperature for 3 h, diluted with EtOAc, and washed with water. The organic layer was dried, concentrated, and purified by flash chromatography to afford the title compound. 1H N... Reactants: C(C)(=O)N (acetamide), MP-500, C1(CCCCC1)Br (cyclohexylbromide). Solvent: [N+](=O)([O-])CC (nitroethane). Yields the product C1(CCCCC1)NC(C)=O (N-cyclohexylacetamide). Isolated yield 55.8%. RXN SMILES: [C:1]([NH2:4])(=[O:3])[CH3:2].[CH:5]1(Br)[CH2:10][CH2:9][CH2:8][CH2:7][CH2:6]1>[N+](CC)([O-])=O>[CH:5]1([NH:4][C:1](=[O:3])[CH3:2])[CH2:10][CH2:9][CH2:8][CH2:7][CH2:6]1. Procedure: To 200 ml of nitroethane, were added 12 g of acetamide, 105 of MP-500, which was also used in Example 68, and 41 g of cyclohexylbromide. They were reacted at 60° C. for 5 hours with stirring. After the reaction, the ionexchange resin was filtered off and the resulting filtrate was distilled under reduced pressure to remove the solvent and unreacted raw materials. The resulting distillation residue was recrystallized from petroleum ether, thereby obtaining 16 g of N-cyclohexylacetamide having a m... Reactants: O (Water), IC (iodomethane), C([O-])([O-])=O.[Cs+].[Cs+] (caesium carbonate), Cl.ClC=1C=C(CC2C(CCC=3C=CC(=CC23)OCCNS(=O)(=O)C=2C=NN(C2)C)N2CCCC2)C=CC1Cl (N-(2-(8-(3,4-Dichlorobenzyl)-7-(pyrrolidin-1-yl)-5,6,7,8-tetrahydronaphthalen-2-yloxy)ethyl)-1-methyl-1H-pyrazole-4-sulfonamide hydrochloride), IC (iodomethane), C([O-])([O-])=O.[Cs+].[Cs+] (caesium carbonate). The solvent is C(Cl)Cl (CH2Cl2), C(C)#N (acetonitrile). Reaction conditions: temperature 100 celsius, time 1 hour. Yields the product Cl.ClC=1C=C(CC2C(CCC=3C=CC(=CC23)OCCN(S(=O)(=O)C=2C=NN(C2)C)C)N2CCCC2)C=CC1Cl (1-Methyl-1H-pyrazole-4-sulfonic acid {2-[8-(3,4-dichloro-benzyl)-7-pyrrolidin-1-yl-5,6,7,8-tetrahydro-naphthalen-2-yloxy]-ethyl}-methyl-amide hydrochloride). Reaction SMILES: Cl.[Cl:2][C:3]1[CH:4]=[C:5]([CH:35]=[CH:36][C:37]=1[Cl:38])[CH2:6][CH:7]1[C:16]2[CH:15]=[C:14]([O:17][CH2:18][CH2:19][NH:20][S:21]([C:24]3[CH:25]=[N:26][N:27]([CH3:29])[CH:28]=3)(=[O:23])=[O:22])[CH:13]=[CH:12][C:11]=2[CH2:10][CH2:9][CH:8]1[N:30]1[CH2:34][CH2:33][CH2:32][CH2:31]1.IC.[C:41](=O)([O-])[O-].[Cs+].[Cs+].O>C(#N)C.C(Cl)Cl>[ClH:2].[Cl:2][C:3]1[CH:4]=[C:5]([CH:35]=[CH:36][C:37]=1[Cl:38])[CH2:6][CH:7]1[C:16]2[CH:15]=[C:14]([O:17][CH2:18][CH2:19][N:20]([CH3:41])[S:21]([C:24]3[CH:25]=[N:26][N:27]([CH3:29])[CH:28]=3)(=[O:22])=[O:23])[CH:13]=[CH:12][C:11]=2[CH2:10][CH2:9][CH:8]1[N:30]1[CH2:31][CH2:32][CH2:33][CH2:34]1 |f:0.1,3.4.5,9.10|. Procedure details: N-(2-(8-(3,4-Dichlorobenzyl)-7-(pyrrolidin-1-yl)-5,6,7,8-tetrahydronaphthalen-2-yloxy)ethyl)-1-methyl-1H-pyrazole-4-sulfonamide hydrochloride (41 mg, 0.068 mmol, Example 91, iodomethane (11.6 mg, 0.082 mmol), caesium carbonate (49.0 mg, 0.150 mmol) were dissolved in acetonitrile (3 ml) and stirred for 1 h at 100° C. in the microwave. After addition of another iodomethane (11.6 mg, 0.082 mmol) and caesium carbonate (49.0 mg, 0.150 mmol) it was stirred for another 1 h at 100° C. in the microwave. ... Reactants: FC1=CC=C(C=C1)NN (4-fluorophenylhydrazine), [N+](=O)([O-])C=1C=C(C(=O)C(C#N)=CNC2=CC=CC=C2)C=CC1 (2-(3-nitrobenzoyl)-3-phenylaminoacrylonitrile). Run in C(C)O (ethanol). Reaction conditions: time 1 hour. Product: NC1=C(C=NN1C1=CC=C(C=C1)F)C(C1=CC(=CC=C1)[N+](=O)[O-])=O (5-amino-1-(4-fluorophenyl)-4-(3-nitrobenzoyl)pyrazole). Yield: 97.4%. RXN SMILES: [F:1][C:2]1[CH:7]=[CH:6][C:5]([NH:8][NH2:9])=[CH:4][CH:3]=1.[N+:10]([C:13]1[CH:14]=[C:15]([CH:29]=[CH:30][CH:31]=1)[C:16]([C:18](=[CH:21]NC1C=CC=CC=1)[C:19]#[N:20])=[O:17])([O-:12])=[O:11]>C(O)C>[NH2:20][C:19]1[N:8]([C:5]2[CH:6]=[CH:7][C:2]([F:1])=[CH:3][CH:4]=2)[N:9]=[CH:21][C:18]=1[C:16](=[O:17])[C:15]1[CH:29]=[CH:30][CH:31]=[C:13]([N+:10]([O-:12])=[O:11])[CH:14]=1. Reported procedure: A mixture of 4-fluorophenylhydrazine (2.24 g, 15.57 mmol) and 2-(3-nitrobenzoyl)-3-phenylaminoacrylonitrile (4.15 g, 14.16 mmol) in ethanol (50 ml) was heated at reflux under nitrogen atmosphere. After 1 h, the reaction mixture was cooled to room temperature and stirred for an additional 3 h. The solid was filtered and dried to give 5-amino-1-(4-fluorophenyl)-4-(3-nitrobenzoyl)pyrazole (4.5 g) as a solid. The reagents and catalysts are C=1C=CC(=CC1)[P](C=2C=CC=CC2)(C=3C=CC=CC3)[Pd]([P](C=4C=CC=CC4)(C=5C=CC=CC5)C=6C=CC=CC6)([P](C=7C=CC=CC7)(C=8C=CC=CC8)C=9C=CC=CC9)[P](C=1C=CC=CC1)(C=1C=CC=CC1)C=1C=CC=CC1 (Pd(PPh3)4). Product: ClC1=C(C(=CC=C1F)OC)[C@@H](C)C1=CNC2=NC=C(C=C21)C=2C=NN(C2C)[C@H]2CC[C@H](CC2)O (cis-4-(4-{3-[(1S)-1-(2-Chloro-3-fluoro-6-methoxyphenyl)ethyl]-1H-pyrrolo[2,3-b]pyridin-5-yl}-5-methyl-1H-pyrazol-1-yl)cyclohexanol). Procedure: A mixture of 5-bromo-3-[(S)-1-(2-chloro-3-fluoro-6-methoxyphenyl)-ethyl]-1H-pyrrolo[2,3-b]pyridine (200.0 mg, 0.5213 mmol), 1-(cis-4-{[tert-butyl(dimethyl)silyl]oxy}cyclohexyl)-5-methyl-4-(4,4,5,5-tetramethyl-1,3,2-dioxaborolan-2-yl)-1H-pyrazole (328.8 mg, 0.7820 mmol), Pd(PPh3)4 (30.12 mg, 0.02606 mmol), K2CO3 (216.1 mg, 1.564 mmol) and 4:1 dioxane:H2O (10 mL, 100 mmol) was heated to 95° C. for 2 h. The solution was cooled to rt, and 12 M of HCl in H2O (0.4344 mL, 5.213 mmol) was added. The mat... The solvent is O1CCOCC1 (dioxane). Reactants: BrC=1C=C2C(=NC1)NC=C2[C@H](C)C2=C(C(=CC=C2OC)F)Cl (5-bromo-3-[(S)-1-(2-chloro-3-fluoro-6-methoxyphenyl)-ethyl]-1H-pyrrolo[2,3-b]pyridine), [Si](C)(C)(C(C)(C)C)O[C@H]1CC[C@H](CC1)N1N=CC(=C1C)B1OC(C(O1)(C)C)(C)C (1-(cis-4-{[tert-butyl(dimethyl)silyl]oxy}cyclohexyl)-5-methyl-4-(4,4,5,5-tetramethyl-1,3,2-dioxaborolan-2-yl)-1H-pyrazole), C(=O)([O-])[O-].[K+].[K+] (K2CO3), Cl (HCl), O (H2O), O (H2O). As a reaction SMILES: Br[C:2]1[CH:3]=[C:4]2[C:10]([C@@H:11]([C:13]3[C:18]([O:19][CH3:20])=[CH:17][CH:16]=[C:15]([F:21])[C:14]=3[Cl:22])[CH3:12])=[CH:9][NH:8][C:5]2=[N:6][CH:7]=1.[Si]([O:30][C@@H:31]1[CH2:36][CH2:35][C@H:34]([N:37]2[C:41]([CH3:42])=[C:40](B3OC(C)(C)C(C)(C)O3)[CH:39]=[N:38]2)[CH2:33][CH2:32]1)(C(C)(C)C)(C)C.C([O-])([O-])=O.[K+].[K+].O.Cl>C1C=CC([P]([Pd]([P](C2C=CC=CC=2)(C2C=CC=CC=2)C2C=CC=CC=2)([P](C2C=CC=CC=2)(C2C=CC=CC=2)C2C=CC=CC=2)[P](C2C=CC=CC=2)(C2C=CC=CC=2)C2C=CC=CC=2)(C2C=CC=CC=2)C2C=CC=CC=2)=CC=1.O1CCOCC1>[Cl:22][C:14]1[C:15]([F:21])=[CH:16][CH:17]=[C:18]([O:19][CH3:20])[C:13]=1[C@H:11]([C:10]1[C:4]2[C:5](=[N:6][CH:7]=[C:2]([C:40]3[CH:39]=[N:38][N:37]([C@@H:34]4[CH2:35][CH2:36][C@H:31]([OH:30])[CH2:32][CH2:33]4)[C:41]=3[CH3:42])[CH:3]=2)[NH:8][CH:9]=1)[CH3:12] |f:2.3.4,^1:63,65,84,103|.